This data is from the Open Reaction Database (ORD), a public repository of structured organic reaction records. The task is: describe an organic reaction: reactants, conditions, products, and yield The solvent is O (water). The reactants are FC(C(=O)O)(F)F (trifluoroacetic acid), [OH-].[Na+] (NaOH), C(C1=CC=CC=C1)OCCCCC(=O)C1=CC=C(C=C1)N (5-benzyloxy 1-para-aminophenyl 1-pentanone), C(C)[SiH](CC)CC (triethylsilane). Reported procedure: To a mixture of 16 g of formula (VIII) compound obtained in the preceding example and 21 g of triethylsilane were added 30.1 ml of trifluoroacetic acid and it was left under agitation for 20 hours at room temperature. Then, it was diluted with water, basified by means of concentrated NaOH, extracted with methylene chloride, washed with water, dried on sodium sulfate, the filtrate was evaporated and the residue chromatographed on a silica column [eluent: methylene chloride (99)-methanol (1) mixtu... RXN SMILES: [CH2:1]([O:8][CH2:9][CH2:10][CH2:11][CH2:12][C:13]([C:15]1[CH:20]=[CH:19][C:18]([NH2:21])=[CH:17][CH:16]=1)=O)[C:2]1[CH:7]=[CH:6][CH:5]=[CH:4][CH:3]=1.C([SiH](CC)CC)C.FC(F)(F)C(O)=O.[OH-].[Na+]>O>[CH2:1]([O:8][CH2:9][CH2:10][CH2:11][CH2:12][CH2:13][C:15]1[CH:20]=[CH:19][C:18]([NH2:21])=[CH:17][CH:16]=1)[C:2]1[CH:3]=[CH:4][CH:5]=[CH:6][CH:7]=1 |f:3.4|. The product is C(C1=CC=CC=C1)OCCCCCC1=CC=C(C=C1)N (5-benzyloxy 1-para-aminophenyl pentane), oil. The yield is 92.0%. Reaction conditions: time 20 hour. The reactants are N1(CCOCC1)C=1N=C(NC(C1)=O)CC(=O)[O-].[Na+] (sodium [4-(morpholin-4-yl)-6-oxo-1,6-dihydropyrimidin-2-yl]acetate), ClC1=CC=CC2=C1OCC=N2 (8-chloro-2H-benzo[b][1,4]oxazine), Cl.CN(CCCN=C=NCC)C (N-[3-(dimethylamino)propyl]-N′-ethylcarbodiimide hydrochloride). Solvent: N1=CC=CC=C1 (pyridine), CN(C=O)C (N,N-dimethylformamide). Product: ClC1=CC=CC=2N(CCOC21)C(CC2=NC(=CC(N2)=O)N2CCOCC2)=O (2-[2-(8-chloro-2,3-dihydro-4H-1,4-benzoxazin-4-yl)-2-oxoethyl]-6-(morpholin-4-yl)pyrimidin-4(3H)-one). Isolated yield 42.5%. Reaction SMILES: [N:1]1([C:7]2[N:8]=[C:9]([CH2:14][C:15]([O-:17])=O)[NH:10][C:11](=[O:13])[CH:12]=2)[CH2:6][CH2:5][O:4][CH2:3][CH2:2]1.[Na+].[Cl:19][C:20]1[C:25]2[O:26][CH2:27][CH:28]=[N:29][C:24]=2[CH:23]=[CH:22][CH:21]=1.Cl.CN(C)CCCN=C=NCC>N1C=CC=CC=1.CN(C)C=O>[Cl:19][C:20]1[C:25]2[O:26][CH2:27][CH2:28][N:29]([C:15](=[O:17])[CH2:14][C:9]3[NH:10][C:11](=[O:13])[CH:12]=[C:7]([N:1]4[CH2:2][CH2:3][O:4][CH2:5][CH2:6]4)[N:8]=3)[C:24]=2[CH:23]=[CH:22][CH:21]=1 |f:0.1,3.4|. Reported procedure: The product is prepared according to the procedure described in example 5, using 220 mg of sodium [4-(morpholin-4-yl)-6-oxo-1,6-dihydropyrimidin-2-yl]acetate, 157 mg of 8-chloro-2H-benzo[b][1,4]oxazine (which can be prepared according to WO 2008100463) and 214 mg of N-[3-(dimethylamino)propyl]-N′-ethylcarbodiimide hydrochloride in a mixture of 135 μl of pyridine and 3.5 ml of N,N-dimethylformamide. 140 mg of 2-[2-(8-chloro-2,3-dihydro-4H-1,4-benzoxazin-4-yl)-2-oxoethyl]-6-(morpholin-4-yl)pyrimid...